From a dataset of the Open Reaction Database (ORD), a public repository of structured organic reaction records. describe an organic reaction: reactants, conditions, products, and yield The reactants are N(N)C1NS(C2=C1C=CC=C2)(=O)=O (3-hydrazino-2H,3H-1,2-benzisothiazole 1,1-dioxide), C(C(C)C)=O (isobutyraldehyde). Run in O1CCOCC1 (dioxane). The product is C(C(C)C)=NNC1=NS(C2=C1C=CC=C2)(=O)=O (3-isobutylidenehydrazino-1,2-benzisothiazole 1,1-dioxide). Yield: 87.9%. RXN SMILES: [NH:1]([CH:3]1[C:7]2[CH:8]=[CH:9][CH:10]=[CH:11][C:6]=2[S:5](=[O:13])(=[O:12])[NH:4]1)[NH2:2].[CH:14](=O)[CH:15]([CH3:17])[CH3:16]>O1CCOCC1>[CH:14](=[N:2][NH:1][C:3]1[C:7]2[CH:8]=[CH:9][CH:10]=[CH:11][C:6]=2[S:5](=[O:13])(=[O:12])[N:4]=1)[CH:15]([CH3:17])[CH3:16]. Procedure details: 19.7 g (0.1 mol) of 3-hydrazino-2H,3H-1,2-benzisothiazole 1,1-dioxide are dissolved in 200 ml of dioxane at 40°-50° C., and 8 g (0.11 mol) of isobutyraldehyde are added dropwise to the thoroughly stirred mixture. The product is precipitated directly during this procedure. When the addition is complete, the mixture is heated to 80°-90° C. for about 20 minutes and then cooled, and the crystals are filtered off under suction. 22.1 g (88.1% of theory) of 3-isobutylidenehydrazino-1,2-benzisothiazole ... The reactants are N(=O)[O-].[Na+] (sodium nitrite), cuprous chloride, NC1=C(C(=O)O)C=C(C=C1Br)C (2-amino-3-bromo-5-methylbenzoic acid), Cl (hydrochloric acid), O (water). Solvent: C(C)(=O)O (acetic acid), C(C)(=O)O (acetic acid). Conditions: temperature 0 celsius, time 30 minute. The product is BrC=1C(=C(C(=O)O)C=C(C1)C)Cl (3-Bromo-2-chloro-5-methylbenzoic acid). The yield is 58.0%. RXN SMILES: N([O-])=O.[Na+].N[C:6]1[C:14]([Br:15])=[CH:13][C:12]([CH3:16])=[CH:11][C:7]=1[C:8]([OH:10])=[O:9].[ClH:17].O>C(O)(=O)C>[Br:15][C:14]1[C:6]([Cl:17])=[C:7]([CH:11]=[C:12]([CH3:16])[CH:13]=1)[C:8]([OH:10])=[O:9] |f:0.1|. Procedure: The diazonium chloride of 2-amino-3-bromo-5-methylbenzoic acid is obtained by running an aqueous sodium nitrite solution (0.013 mol) dropwise at -5° C. onto a solution containing 0.0109 mol of 2-amino-3-bromo-5-methylbenzoic acid, 10 ml of hydrochloric acid, 10 ml of water and 30 ml of acetic acid. The reaction mixture is then stirred at 0° C. for 30 minutes and then poured into a large-volume round-bottomed flask containing 0.013 mol of cuprous chloride in 10 ml of acetic acid. The mixture obta... Reactants: [Al+3], [Cl-], [Cl-], [Cl-], CC(Cl)C(=O)Cl, O=C1CCc2ccccc2N1, S=C=S. Yields the product CC(Cl)C(=O)c1ccc2c(c1)CCC(=O)N2. As a reaction SMILES: [Al+3:2].[Cl-:1].[Cl-:3].[Cl-:4].[Cl:5][CH:6]([C:7](=[O:8])[Cl:9])[CH3:10].[NH:11]1[C:12](=[O:21])[CH2:13][CH2:14][c:15]2[cH:16][cH:17][cH:18][cH:19][c:20]21.[S:22]=[C:23]=[S:24]>>[Cl:5][CH:6]([C:7](=[O:8])[c:17]1[cH:16][c:15]2[c:20]([cH:19][cH:18]1)[NH:11][C:12](=[O:21])[CH2:13][CH2:14]2)[CH3:10].